Dataset: the Open Reaction Database (ORD), a public repository of structured organic reaction records. Task: describe an organic reaction: reactants, conditions, products, and yield Reactants: C(C)OC(=O)C1(CCN(CC1)CC1=CC=CC=C1)S(=O)(=O)C1=CC=C(C=C1)OC1=CC=C(C=C1)Cl (1-benzyl-4-[4-(4-chloro-phenoxy)-benzenesulfonyl]-piperidine-4- carboxylic acid ethyl ester). Run in C1CCOC1.CO (THF methanol), [OH-].[Na+] (NaOH). Yields the product C(C1=CC=CC=C1)N1CCC(CC1)(C(=O)O)S(=O)(=O)C1=CC=C(C=C1)OC1=CC=C(C=C1)Cl (1-Benzyl-4-[4-(4-chloro-phenoxy)-benzenesulfonyl]-piperdine-4-carboxylic acid). Reaction SMILES: C([O:3][C:4]([C:6]1([S:19]([C:22]2[CH:27]=[CH:26][C:25]([O:28][C:29]3[CH:34]=[CH:33][C:32]([Cl:35])=[CH:31][CH:30]=3)=[CH:24][CH:23]=2)(=[O:21])=[O:20])[CH2:11][CH2:10][N:9]([CH2:12][C:13]2[CH:18]=[CH:17][CH:16]=[CH:15][CH:14]=2)[CH2:8][CH2:7]1)=[O:5])C>C1COCC1.CO.[OH-].[Na+]>[CH2:12]([N:9]1[CH2:10][CH2:11][C:6]([S:19]([C:22]2[CH:27]=[CH:26][C:25]([O:28][C:29]3[CH:30]=[CH:31][C:32]([Cl:35])=[CH:33][CH:34]=3)=[CH:24][CH:23]=2)(=[O:20])=[O:21])([C:4]([OH:5])=[O:3])[CH2:7][CH2:8]1)[C:13]1[CH:18]=[CH:17][CH:16]=[CH:15][CH:14]=1 |f:1.2,3.4|. Reported procedure: 1-Benzyl-4-[4-(4-chloro-phenoxy)-benzenesulfonyl]-piperdine-4-carboxylic acid was prepared starting from 1-benzyl-4-[4-(4-chloro-phenoxy)-benzenesulfonyl]-piperidine-4- carboxylic acid ethyl ester (2.11 g, 4.1 mmol) dissolved in THF:methanol (3:1 150 ml) and 10N NaOH (20 ml). The resulting reaction mixture was worked up as outlined in example 83. Yield 1.11 g (56%); white solid; mp 201° C.; MS: 485.9 (M+H)+ The reactants are FC(C(=O)O)(F)F (trifluoroacetic acid), C(C)OC(=O)C1=CC=2C(=NC(=CC2)Cl)N1[C@@H](CNC(=O)OC(C)(C)C)C ((R)-1-(2-tert-butoxycarbonylamino-1-methyl-ethyl)-6-chloro-1H-pyrrolo[2,3-b]pyridine-2-carboxylic acid ethyl ester), C([O-])([O-])=O.[K+].[K+] (potassium carbonate). The solvent is O (water), C(C)(=O)OCC (ethyl acetate), ClCCl (dichloromethane). Reaction conditions: time 2.5 hour. Yields the product ClC=1N=C2N3[C@@H](CNC(C3=CC2=CC1)=O)C ((R)-6-Chloro-4-methyl-3,4-dihydro-2H-2,4a,5-triaza-fluoren-1-one). RXN SMILES: C(OC([C:6]1[N:15]([C@H:16]([CH3:26])[CH2:17][NH:18][C:19](OC(C)(C)C)=[O:20])[C:9]2=[N:10][C:11]([Cl:14])=[CH:12][CH:13]=[C:8]2[CH:7]=1)=O)C.FC(F)(F)C(O)=O.C(=O)([O-])[O-].[K+].[K+]>ClCCl.O.C(OCC)(=O)C>[Cl:14][C:11]1[N:10]=[C:9]2[C:8](=[CH:13][CH:12]=1)[CH:7]=[C:6]1[N:15]2[C@H:16]([CH3:26])[CH2:17][NH:18][C:19]1=[O:20] |f:2.3.4|. Reported procedure: A solution of 6.70 g (17.5 mmol) (R)-1-(2-tert-butoxycarbonylamino-1-methyl-ethyl)-6-chloro-1H-pyrrolo[2,3-b]pyridine-2-carboxylic acid ethyl ester in 80 ml dichloromethane was cooled to 0 deg C. and 27 ml (0.35 mol) trifluoroacetic acid were added over 4 min. The cooling bath was removed and after 1 h the volatile components were removed on a rotary evaporator. The residue was dissolved in 40 ml methanol and 9.70 g (70.2 mmol) potassium carbonate was added. After stirring for 2.5 h the reaction... The reactants are [OH-].[Na+] (NaOH), CCCC(C)C (iso-hexane), OC1CCN(CC1)C(=O)OC(C)(C)C (Tert-butyl 4-hydroxypiperidine-1-carboxylate), ClCC(=O)N1CCOCC1 (2-chloro-1-morpholinoethanone). Reagents/catalysts: S(=O)(=O)(O)[O-].C(CCC)[N+](CCCC)(CCCC)CCCC (tetrabutylammonium hydrogensulfate). The solvent is O (water), C(Cl)Cl (DCM), C1(=CC=CC=C1)C (toluene). Conditions: temperature 25 celsius, time 8 hour. Yields the product O1CCN(CC1)C(COC1CCN(CC1)C(=O)OC(C)(C)C)=O (Tert-butyl 4-(2-morpholino-2-oxoethoxy)piperidine-1-carboxylate). Isolated yield 93.8%. RXN SMILES: [OH:1][CH:2]1[CH2:7][CH2:6][N:5]([C:8]([O:10][C:11]([CH3:14])([CH3:13])[CH3:12])=[O:9])[CH2:4][CH2:3]1.Cl[CH2:16][C:17]([N:19]1[CH2:24][CH2:23][O:22][CH2:21][CH2:20]1)=[O:18].[OH-].[Na+].CCCC(C)C>S([O-])(O)(=O)=O.C([N+](CCCC)(CCCC)CCCC)CCC.O.C(Cl)Cl.C1(C)C=CC=CC=1>[O:22]1[CH2:23][CH2:24][N:19]([C:17](=[O:18])[CH2:16][O:1][CH:2]2[CH2:3][CH2:4][N:5]([C:8]([O:10][C:11]([CH3:14])([CH3:13])[CH3:12])=[O:9])[CH2:6][CH2:7]2)[CH2:20][CH2:21]1 |f:2.3,5.6|. Procedure details: Tert-butyl 4-hydroxypiperidine-1-carboxylate (10 g, 49.69 mmol), tetrabutylammonium hydrogensulfate (0.844 g, 2.48 mmol) and 2-chloro-1-morpholinoethanone (8.13 g, 49.69 mmol) were added to toluene (75 mL) to this was added NaOH (40 g, 400.03 mmol) in water (45 mL) and the reaction was stirred at 25° C. overnight. The reaction mixture was quenched with water (100 mL), extracted with Et2O (3×75 mL), the organic layer was dried over MgSO4, filtered and evaporated to afford a white solid. This was ...